Dataset: the Open Reaction Database (ORD), a public repository of structured organic reaction records. Task: describe an organic reaction: reactants, conditions, products, and yield The reactants are C(#N)C1=C(OCC2CO2)C=CC=C1 (1-(2-cyanophenoxy)-2,3-epoxypropane), C(CN)N (ethylenediamine). Solvent: O1CCCC1 (tetrahydrofuran). Run at time 16 hour. Product: C(#N)C1=C(OCC(CNCCN)O)C=CC=C1 (1-(2-cyanophenoxy)-3-(β-aminoethylamino)-2-propanol). RXN SMILES: [C:1]([C:3]1[CH:13]=[CH:12][CH:11]=[CH:10][C:4]=1[O:5][CH2:6][CH:7]1[O:9][CH2:8]1)#[N:2].[CH2:14]([NH2:17])[CH2:15][NH2:16]>O1CCCC1>[C:1]([C:3]1[CH:13]=[CH:12][CH:11]=[CH:10][C:4]=1[O:5][CH2:6][CH:7]([OH:9])[CH2:8][NH:16][CH2:15][CH2:14][NH2:17])#[N:2]. Reported procedure: A solution of 1-(2-cyanophenoxy)-2,3-epoxypropane (93.3 g.) in tetrahydrofuran (700 ml.) is added dropwise during 5 hours to stirred ethylenediamine (600 g.) and the mixture is stirred for a further 16 hours and then evaporated to dryness under reduced pressure. The residue is twice dissolved in water (500 ml.) and then evaporated to dryness, and then twice dissolved in toluene (500 ml.) and then evaporated to dryness. There is thus obtained as residue 1-(2-cyanophenoxy)-3-(β-aminoethylamino)-2-... Reactants: CC(C)=CCCC(C)=CC=O (citral), C(C(C)C)C(=O)C (methyl isobutyl ketone). Reagents/catalysts: O.O.C(C)(=O)[O-].[Zn+2].C(C)(=O)[O-] (zinc acetate dihydrate). Run at temperature 160 celsius. The product is CC(C)CC(C=CC=C(CCC=C(C)C)C)=O (2,8,12-Trimethyl-5,7,11-Tridecatrien-4-One). Yield: 32.5%. As a reaction SMILES: [CH3:1][C:2](=[CH:4][CH2:5][CH2:6][C:7](=[CH:9][CH:10]=O)[CH3:8])[CH3:3].[CH2:12]([C:16]([CH3:18])=[O:17])[CH:13]([CH3:15])[CH3:14]>O.O.C([O-])(=O)C.[Zn+2].C([O-])(=O)C>[CH3:14][CH:13]([CH2:12][C:16](=[O:17])[CH:18]=[CH:10][CH:9]=[C:7]([CH3:8])[CH2:6][CH2:5][CH:4]=[C:2]([CH3:1])[CH3:3])[CH3:15] |f:2.3.4.5.6|. Procedure details: Into a 2 liter autoclave are charged citral (152 grams), methyl isobutyl ketone (500 grams) and zinc acetate dihydrate (38 grams). The reaction mixture is heated at 160° C. for a period of 12 hours. After filtering the catalyst the organic layer is washed with 10% salt solution. Distillation yielding 76 grams (32% yield) of the product, B.P. 126°-141° C./1 mmHg. Starting materials: CS(C)=O, COc1ccc(-c2nc3cc(Br)ccc3o2)cc1[N+](=O)[O-], OB(O)c1ccc(F)cc1. The product is COc1ccc(-c2nc3cc(-c4ccc(F)cc4)ccc3o2)cc1[N+](=O)[O-]. RXN SMILES: [CH3:32][S:33]([CH3:34])=[O:35].[N+:1](=[O:2])([O-:3])[c:4]1[cH:5][c:6](-[c:12]2[o:13][c:14]3[c:15]([n:16]2)[cH:17][c:18]([Br:21])[cH:19][cH:20]3)[cH:7][cH:8][c:9]1[O:10][CH3:11].[OH:22][B:23]([OH:24])[c:25]1[cH:26][cH:27][c:28]([F:29])[cH:30][cH:31]1>>[N+:1](=[O:2])([O-:3])[c:4]1[cH:5][c:6](-[c:12]2[o:13][c:14]3[c:15]([n:16]2)[cH:17][c:18](-[c:25]2[cH:26][cH:27][c:28]([F:29])[cH:30][cH:31]2)[cH:19][cH:20]3)[cH:7][cH:8][c:9]1[O:10][CH3:11]. Reactants: ClCC1=NC2=CC=CC=C2C(=N1)N(C)C1=CC=C(C=C1)OC ((2-Chloromethyl-quinazolin-4-yl)-(4-methoxy-phenyl)-methyl-amine), ClCC1=NC2=CC=CC=C2C(N1)=O (2-chloromethyl-quinazolin-4(3H)-one), P(=O)(Cl)(Cl)Cl (phosphoryl chloride), CN(C1=CC=CC=C1)C (N,N-dimethylaniline). Solvent: C(Cl)(Cl)Cl (chloroform). The product is ClC1=NC(=NC2=CC=CC=C12)CCl (4-chloro-2-chloromethyl-quinazoline). Reaction SMILES: [Cl:1][CH2:2][C:3]1[N:12]=[C:11](N(C2C=CC(OC)=CC=2)C)[C:10]2[C:5](=[CH:6][CH:7]=[CH:8][CH:9]=2)[N:4]=1.[Cl:23]CC1NC(=O)C2C(=CC=CC=2)N=1.P(Cl)(Cl)(Cl)=O.CN(C)C1C=CC=CC=1>C(Cl)(Cl)Cl>[Cl:23][C:11]1[C:10]2[C:5](=[CH:6][CH:7]=[CH:8][CH:9]=2)[N:4]=[C:3]([CH2:2][Cl:1])[N:12]=1. Procedure details: (2-Chloromethyl-quinazolin-4-yl)-(4-methoxy-phenyl)-methyl-amine: A mixture of 2-chloromethyl-quinazolin-4(3H)-one (256 mg, 1.32 mmol), phosphoryl chloride (1.23 ml, 13.2 mmol) and N,N-dimethylaniline (0.34 ml, 2.64 mmol) in chloroform (10 ml) was heated under reflux for 4 h. The reaction mixture was poured onto ice and extracted by ethyl acetate. The solvent was evaporated, and the residue was purified by column chromatography on silica gel with acetate and hexane (1:1) as eluent, yielding 180 ...